Dataset: the Open Reaction Database (ORD), a public repository of structured organic reaction records. Task: describe an organic reaction: reactants, conditions, products, and yield Reactants: FC(C1=CC=C2C(=CC=NC2=C1)NC1=CC=C(C(=O)N2CCNCC2)C=C1)(F)F (4-[4-[[7-(trifluoromethyl)-4-quinolinyl]amino]benzoyl]piperazine), COC1=CC=C(C=C1)S(=O)(=O)Cl (4-methoxyphenylsulfonyl chloride). Run in C(C)N(CC)CC (triethylamine). The product is COC1=CC=C(C=C1)S(=O)(=O)N1CCN(CC1)C(C1=CC=C(C=C1)NC1=CC=NC2=CC(=CC=C12)C(F)(F)F)=O (1-[(4-methoxyphenyl)sulfonyl]-4-[4-[[7-(trifluoromethyl)-4-quinolinyl]amino]benzoyl]piperazine). Yield: 53.0%. Reaction SMILES: [F:1][C:2]([F:29])([F:28])[C:3]1[CH:12]=[C:11]2[C:6]([C:7]([NH:13][C:14]3[CH:27]=[CH:26][C:17]([C:18]([N:20]4[CH2:25][CH2:24][NH:23][CH2:22][CH2:21]4)=[O:19])=[CH:16][CH:15]=3)=[CH:8][CH:9]=[N:10]2)=[CH:5][CH:4]=1.[CH3:30][O:31][C:32]1[CH:37]=[CH:36][C:35]([S:38](Cl)(=[O:40])=[O:39])=[CH:34][CH:33]=1>C(N(CC)CC)C>[CH3:30][O:31][C:32]1[CH:33]=[CH:34][C:35]([S:38]([N:23]2[CH2:24][CH2:25][N:20]([C:18](=[O:19])[C:17]3[CH:26]=[CH:27][C:14]([NH:13][C:7]4[C:6]5[C:11](=[CH:12][C:3]([C:2]([F:1])([F:28])[F:29])=[CH:4][CH:5]=5)[N:10]=[CH:9][CH:8]=4)=[CH:15][CH:16]=3)[CH2:21][CH2:22]2)(=[O:40])=[O:39])=[CH:36][CH:37]=1. Procedure details: In the manner given in Example 15, 4-[4-[[7-(trifluoromethyl)-4-quinolinyl]amino]benzoyl]piperazine is reacted with 4-methoxyphenylsulfonyl chloride, in the presence of triethylamine to give 1-[(4-methoxyphenyl)sulfonyl]-4-[4-[[7-(trifluoromethyl)-4-quinolinyl]amino]benzoyl]piperazine of melting point 221°-223° C. in a 53% yield. The reactants are O1CCC2=C1C=CC(=C2)CO (2,3-dihydro-1-benzofuran-5-ylmethanol), CS(=O)(=O)Cl (methanesulfonyl chloride), Cl.Cl.C(C)(C)(C)OC(=O)N(C1=CC=C(C=N1)/C=C/C(=O)OCC)[C@H]1CNCC1 (ethyl (2E)-3-(6-{(tert-butoxycarbonyl)[(3R)-3-pyrrolidinyl]amino}-3-pyridyl)acrylate dihydrochloride). The solvent is C1CCOC1 (THF), CCN(CC)CC (Et3N), CCN(CC)CC (Et3N). Run at time 3 hour. The product is C(C)(C)(C)OC(=O)N(C1=CC=C(C=N1)/C=C/C(=O)OCC)[C@H]1CN(CC1)CC=1C=CC2=C(CCO2)C1 (ethyl (2E)-3-(6-{(tert-butoxycarbonyl)[(3R)-1-(2,3-dihydro-1-benzofuran-5-ylmethyl)-3-pyrrolidinyl]amino}-3-pyridyl)acrylate). Isolated yield 47.2%. RXN SMILES: [O:1]1[C:5]2[CH:6]=[CH:7][C:8]([CH2:10]O)=[CH:9][C:4]=2[CH2:3][CH2:2]1.CS(Cl)(=O)=O.Cl.Cl.[C:19]([O:23][C:24]([N:26]([C@@H:40]1[CH2:44][CH2:43][NH:42][CH2:41]1)[C:27]1[N:32]=[CH:31][C:30](/[CH:33]=[CH:34]/[C:35]([O:37][CH2:38][CH3:39])=[O:36])=[CH:29][CH:28]=1)=[O:25])([CH3:22])([CH3:21])[CH3:20]>CCN(CC)CC.C1COCC1>[C:19]([O:23][C:24]([N:26]([C@@H:40]1[CH2:44][CH2:43][N:42]([CH2:10][C:8]2[CH:7]=[CH:6][C:5]3[O:1][CH2:2][CH2:3][C:4]=3[CH:9]=2)[CH2:41]1)[C:27]1[N:32]=[CH:31][C:30](/[CH:33]=[CH:34]/[C:35]([O:37][CH2:38][CH3:39])=[O:36])=[CH:29][CH:28]=1)=[O:25])([CH3:20])([CH3:21])[CH3:22] |f:2.3.4|. Procedure details: To a mixture of 2,3-dihydro-1-benzofuran-5-ylmethanol (95.1 mg), Et3N (0.120 mL), and THF (3 mL) was added methanesulfonyl chloride (0.053 mL) at 4° C. The reaction mixture was stirred for 3 hours, and added ethyl (2E)-3-(6-{(tert-butoxycarbonyl)[(3R)-3-pyrrolidinyl]amino}-3-pyridyl)acrylate dihydrochloride (250 mg) and Et3N (0.281 mL). After stirring for 2 hours at 60° C., the resulting mixture was partitioned between ethyl acetate and water. The organic layer was washed with brine, dried over ... The reactants are C(C)(C)(C)OC(NCC=1N(C(C2=CC=C(C=C2C1C1=CC(=CC=C1)F)OCC1=CC=CC=C1)=O)CC(C)C)=O (tert-butyl[6-benzyloxy-4-(3-fluorophenyl)-2-isobutyl-1-oxo-1,2-dihydro-3-isoquinolinyl]methylcarbamate). Reagents/catalysts: [C].[Pd] (palladium carbon). Run in O1CCCC1 (tetrahydrofuran), C(C)O (ethanol). Reaction conditions: time 2 hour. Yields the product C(C)(C)(C)OC(NCC=1N(C(C2=CC=C(C=C2C1C1=CC(=CC=C1)F)O)=O)CC(C)C)=O (tert-butyl[4-(3-fluorophenyl)-6-hydroxy-2-isobutyl-1-oxo-1,2-dihydro-3-isoquinolinyl]methylcarbamate). The yield is 96.1%. As a reaction SMILES: [C:1]([O:5][C:6](=[O:39])[NH:7][CH2:8][C:9]1[N:10]([CH2:35][CH:36]([CH3:38])[CH3:37])[C:11](=[O:34])[C:12]2[C:17]([C:18]=1[C:19]1[CH:24]=[CH:23][CH:22]=[C:21]([F:25])[CH:20]=1)=[CH:16][C:15]([O:26]CC1C=CC=CC=1)=[CH:14][CH:13]=2)([CH3:4])([CH3:3])[CH3:2]>O1CCCC1.C(O)C.[C].[Pd]>[C:1]([O:5][C:6](=[O:39])[NH:7][CH2:8][C:9]1[N:10]([CH2:35][CH:36]([CH3:37])[CH3:38])[C:11](=[O:34])[C:12]2[C:17]([C:18]=1[C:19]1[CH:24]=[CH:23][CH:22]=[C:21]([F:25])[CH:20]=1)=[CH:16][C:15]([OH:26])=[CH:14][CH:13]=2)([CH3:4])([CH3:3])[CH3:2] |f:3.4|. Reported procedure: A suspension of tert-butyl[6-benzyloxy-4-(3-fluorophenyl)-2-isobutyl-1-oxo-1,2-dihydro-3-isoquinolinyl]methylcarbamate (3.18 g, 6 mmol) and 5% palladium carbon (1.0 g) in tetrahydrofuran (20 mL) and ethanol (20 mL) was stirred, under a hydrogen atmosphere at room temperature for 2 h. The catalyst was filtered off and the filtrate was concentrated under reduced pressure. The obtained crystals were recrystallized from ethyl acetate-n-hexane to give tert-butyl[4-(3-fluorophenyl)-6-hydroxy-2-isobuty... Reactants: CCOC(=O)C (AcOEt), FC1(CC(C1)C1=CC=C(C=C1)N1C(C2(CCC3(OCCO3)CC2)CC1)=O)F (10-[4-(3,3-Difluoro-cyclobutyl)-phenyl]-1,4-dioxa-10-aza-dispiro[4.2.4.2]tetradecan-9-one), Cl (HCl), solid. Solvent: CCCCCCC (heptane). Product: FC1(CC(C1)C1=CC=C(C=C1)N1C(C2(CC1)CCC(CC2)=O)=O)F (2-[4-(3,3-Difluoro-cyclobutyl)-phenyl]-2-aza-spiro[4.5]decane-1,8-dione). As a reaction SMILES: [F:1][C:2]1([F:27])[CH2:5][CH:4]([C:6]2[CH:11]=[CH:10][C:9]([N:12]3[CH2:25][CH2:24][C:14]4([CH2:23][CH2:22][C:17]5(OCC[O:18]5)[CH2:16][CH2:15]4)[C:13]3=[O:26])=[CH:8][CH:7]=2)[CH2:3]1.Cl.CCOC(C)=O>CCCCCCC>[F:27][C:2]1([F:1])[CH2:3][CH:4]([C:6]2[CH:11]=[CH:10][C:9]([N:12]3[CH2:25][CH2:24][C:14]4([CH2:15][CH2:16][C:17](=[O:18])[CH2:22][CH2:23]4)[C:13]3=[O:26])=[CH:8][CH:7]=2)[CH2:5]1. Procedure details: The title compound was prepared in analogy to example 133 step 5 from 10-[4-(3,3-Difluoro-cyclobutyl)-phenyl]-1,4-dioxa-10-aza-dispiro[4.2.4.2]tetradecan-9-one (described in example 340, step 2) by treatment with 2M HCl. White solid (89%). Rf 0.53 (4:1 AcOEt:heptane) The reactants are BrCCOCC1=CC=CC=C1 ([(2-bromoethoxy)methyl]benzene), OC1CN(CC1)C(=O)OCC1=CC=CC=C1 (benzyl 3-hydroxypyrrolidine-1-carboxylate), [H-].[Na+] (NaH), [H-].[Na+] (NaH), BrCCOCC1=CC=CC=C1 ([(2-bromoethoxy)methyl]benzene). Reagents/catalysts: [I-].C(CCC)[N+](CCCC)(CCCC)CCCC (tetrabutylammonium iodide). The solvent is C1CCOC1 (THF). Run at temperature 80 celsius. Product: C(C1=CC=CC=C1)OCCOC1CN(CC1)C(=O)OCC1=CC=CC=C1 (Benzyl 3-(2-benzyloxyethoxy)pyrrolidine-1-carboxylate). Isolated yield 22.2%. Reaction SMILES: [OH:1][CH:2]1[CH2:6][CH2:5][N:4]([C:7]([O:9][CH2:10][C:11]2[CH:16]=[CH:15][CH:14]=[CH:13][CH:12]=2)=[O:8])[CH2:3]1.[H-].[Na+].Br[CH2:20][CH2:21][O:22][CH2:23][C:24]1[CH:29]=[CH:28][CH:27]=[CH:26][CH:25]=1>C1COCC1.[I-].C([N+](CCCC)(CCCC)CCCC)CCC>[CH2:23]([O:22][CH2:21][CH2:20][O:1][CH:2]1[CH2:6][CH2:5][N:4]([C:7]([O:9][CH2:10][C:11]2[CH:16]=[CH:15][CH:14]=[CH:13][CH:12]=2)=[O:8])[CH2:3]1)[C:24]1[CH:29]=[CH:28][CH:27]=[CH:26][CH:25]=1 |f:1.2,5.6|. Procedure: A solution of 1.29 g of benzyl 3-hydroxypyrrolidine-1-carboxylate in 80 ml of THF is cooled to 0° C., 0.245 g of 60% NaH in oil is added and then 1.26 g of [(2-bromoethoxy)methyl]benzene and 0.108 g of tetrabutylammonium iodide and it is heated at 80° C. for 3 hours. 0.28 g of NaH and 0.40 g of [(2-bromoethoxy)methyl]benzene are added and it is heated at 80° C. for 2 hours. The reaction mixture is concentrated under vacuum, the residue is extracted with DCM, the organic phase is washed with 0.1M... Starting materials: [NH4+].[OH-] (NH4OH), C(=O)(OC(C)(C)C)NC1(CCCC1)C(=O)O (N-Boc-1-amino-1-cyclopentane carboxylic acid), C1=CC=C2C(=C1)N=NN2O.O (HOBt hydrate), C(CCl)Cl (EDC). Solvent: CCOC(=O)C (EtOAc), O (Water), CN(C)C=O (DMF). Conditions: time 1 hour. Yields the product C(N)(=O)C1(CCCC1)NC(OC(C)(C)C)=O (tert-butyl 1-carbamoylcyclopentylcarbamate). The yield is 59.1%. As a reaction SMILES: [C:1]([NH:8][C:9]1([C:14]([OH:16])=O)[CH2:13][CH2:12][CH2:11][CH2:10]1)([O:3][C:4]([CH3:7])([CH3:6])[CH3:5])=[O:2].C1C=C2[N:23]=NN(O)C2=CC=1.O.C(Cl)CCl.[NH4+].[OH-]>CN(C=O)C.CCOC(C)=O.O>[C:14]([C:9]1([NH:8][C:1](=[O:2])[O:3][C:4]([CH3:7])([CH3:6])[CH3:5])[CH2:13][CH2:12][CH2:11][CH2:10]1)(=[O:16])[NH2:23] |f:1.2,4.5|. Procedure details: To a solution of N-Boc-1-amino-1-cyclopentane carboxylic acid (518 mg, 2.26 mmol) and HOBt hydrate (416 mg, 2.71 mmol) in DMF (5 mL), EDC (522 mg, 2.71 mmol) was added. After being stirred at room temperature for 1 h, conc. NH4OH (14 N, 0.900 mL, 12.6 mmol) was added. The mixture was stirred for 18 h. Water and EtOAc were added. The organic phase was washed with 5% NaHCO3, dried over Na2SO4, concentrated in vacuo to give tert-butyl 1-carbamoylcyclopentylcarbamate (305 mg). Starting materials: C1COCCO1, Cc1ccccc1, CCOC(C)=O, CSc1nc(Cl)c2c(n1)NCCCN(Cc1cc(C(F)(F)F)cc(C(F)(F)F)c1)C2=O, [Na+], [Na+], O=C([O-])[O-], OB(O)Oc1ccccc1, c1ccc(P(c2ccccc2)(c2ccccc2)[Pd](P(c2ccccc2)(c2ccccc2)c2ccccc2)(P(c2ccccc2)(c2ccccc2)c2ccccc2)P(c2ccccc2)(c2ccccc2)c2ccccc2)cc1. Yields the product CSc1nc2c(c(-c3ccccc3)n1)C(=O)N(Cc1cc(C(F)(F)F)cc(C(F)(F)F)c1)CCCN2. Reaction SMILES: [CH2:138]1[O:139][CH2:140][CH2:141][O:142][CH2:143]1.[CH3:11][c:12]1[cH:13][cH:14][cH:15][cH:16][cH:17]1.[CH3:55][CH2:56][O:57][C:58](=[O:59])[CH3:60].[F:24][C:25]([c:26]1[cH:27][c:28]([CH2:29][N:30]2[C:31](=[O:45])[c:32]3[c:33]([n:38][c:39]([S:43][CH3:44])[n:40][c:41]3[Cl:42])[NH:34][CH2:35][CH2:36][CH2:37]2)[cH:46][c:47]([C:49]([F:50])([F:51])[F:52])[cH:48]1)([F:53])[F:54].[Na+:18].[Na+:19].[O-:20][C:21](=[O:22])[O-:23].[c:1]1([O:7][B:8]([OH:9])[OH:10])[cH:2][cH:3][cH:4][cH:5][cH:6]1.[cH:61]1[cH:62][cH:63][c:64]([P:65]([Pd:66]([P:67]([c:68]2[cH:69][cH:70][cH:71][cH:72][cH:73]2)([c:74]2[cH:75][cH:76][cH:77][cH:78][cH:79]2)[c:80]2[cH:81][cH:82][cH:83][cH:84][cH:85]2)([P:86]([c:87]2[cH:88][cH:89][cH:90][cH:91][cH:92]2)([c:93]2[cH:94][cH:95][cH:96][cH:97][cH:98]2)[c:99]2[cH:100][cH:101][cH:102][cH:103][cH:104]2)[P:105]([c:106]2[cH:107][cH:108][cH:109][cH:110][cH:111]2)([c:112]2[cH:113][cH:114][cH:115][cH:116][cH:117]2)[c:118]2[cH:119][cH:120][cH:121][cH:122][cH:123]2)([c:124]2[cH:125][cH:126][cH:127][cH:128][cH:129]2)[c:130]2[cH:131][cH:132][cH:133][cH:134][cH:135]2)[cH:136][cH:137]1>>[c:1]1(-[c:41]2[c:32]3[c:33]([n:38][c:39]([S:43][CH3:44])[n:40]2)[NH:34][CH2:35][CH2:36][CH2:37][N:30]([CH2:29][c:28]2[cH:27][c:26]([C:25]([F:24])([F:53])[F:54])[cH:48][c:47]([C:49]([F:50])([F:51])[F:52])[cH:46]2)[C:31]3=[O:45])[cH:2][cH:3][cH:4][cH:5][cH:6]1.